This data is from the Open Reaction Database (ORD), a public repository of structured organic reaction records. The task is: describe an organic reaction: reactants, conditions, products, and yield Starting materials: ONC(C=1C2=CN(N=C2C=CC1)CCC(=O)OCC)=N (ethyl 3-{4-[(hydroxyamino)(imino)methyl]-2H-indazol-2-yl}propanoate), ONC(C1=C2C=NN(C2=CC=C1)CCC(=O)OCC)=N (ethyl 3-{4-[(hydroxyamino)(imino)methyl]-1H-indazol-1-yl}propanoate), ClC=1C=C(C(=O)O)C=CC1OC(C)C (3-chloro-4-[(1-methylethyl)oxy]benzoic acid), C(CCl)Cl (EDC), C=1C=CC2=C(C1)N=NN2O (HOBT). Solvent: C(C)(=O)OCC (ethyl acetate), CN(C=O)C (N,N-dimethylformamide). Conditions: temperature 120 celsius. Product: ClC=1C=C(C=CC1OC(C)C)C1=NC(=NO1)C1=C2C=NN(C2=CC=C1)CCC(=O)OCC (Ethyl 3-[4-(5-{3-chloro-4-[(1-methylethyl)oxy]phenyl}-1,2,4-oxadiazol-3-yl)-1H-indazol-1-yl]propanoate). Yield: 65.8%. As a reaction SMILES: ONC(=N)C1C2C(C=CC=1)=NN(CCC(OCC)=O)C=2.[OH:21][NH:22][C:23](=[NH:40])[C:24]1[CH:32]=[CH:31][CH:30]=[C:29]2[C:25]=1[CH:26]=[N:27][N:28]2[CH2:33][CH2:34][C:35]([O:37][CH2:38][CH3:39])=[O:36].[Cl:41][C:42]1[CH:43]=[C:44]([CH:48]=[CH:49][C:50]=1[O:51][CH:52]([CH3:54])[CH3:53])[C:45](O)=O.C(Cl)CCl.C1C=CC2N(O)N=NC=2C=1>CN(C)C=O.C(OCC)(=O)C>[Cl:41][C:42]1[CH:43]=[C:44]([C:45]2[O:21][N:22]=[C:23]([C:24]3[CH:32]=[CH:31][CH:30]=[C:29]4[C:25]=3[CH:26]=[N:27][N:28]4[CH2:33][CH2:34][C:35]([O:37][CH2:38][CH3:39])=[O:36])[N:40]=2)[CH:48]=[CH:49][C:50]=1[O:51][CH:52]([CH3:53])[CH3:54]. Procedure details: A mixture of ethyl 3-{4-[(hydroxyamino)(imino)methyl]-2H-indazol-2-yl}propanoate & ethyl 3-{4-[(hydroxyamino)(imino)methyl]-1H-indazol-1-yl}propanoate (D55) (700 mg, 1.27 mmol) (a 3:1 mix of 1 and 2-isomers), 3-chloro-4-[(1-methylethyl)oxy]benzoic acid (D3) (0.544 g, 2.53 mmol), EDC (0.534 g, 2.79 mmol) and HOBT (0.427 g, 2.79 mmol) in N,N-dimethylformamide (10 ml) was heated at 120° C. for 2 hrs, cooled, diluted with ethyl acetate (60 ml) and washed with water (3×20 ml). The organic layer was d... The reactants are C(CCC)[Li] (n-butyllithium), BrC1=CNC2=NC=CC(=C21)OC2=C(C=C(C=C2F)NC(C)=O)F (N-{4-[(3-bromo-1H-pyrrolo[2,3-b]pyridin-4-yl)oxy]-3,5-difluorophenyl}acetamide), C1(=CC=C(C=C1)S(=O)(=O)Cl)C (p-toluenesulfonyl chloride). Run in C1CCOC1 (THF), C1CCOC1 (THF). Reaction conditions: temperature -78 celsius, time 15 minute. Product: BrC1=CN(C2=NC=CC(=C21)OC2=C(C=C(C=C2F)NC(C)=O)F)S(=O)(=O)C2=CC=C(C=C2)C (N-[4-({3-Bromo-1-[(4-methylphenyl)sulfonyl]-1H-pyrrolo[2,3-b]pyridin-4-yl}oxy)-3,5-difluorophenyl]acetamide). RXN SMILES: [Br:1][C:2]1[C:10]2[C:5](=[N:6][CH:7]=[CH:8][C:9]=2[O:11][C:12]2[C:17]([F:18])=[CH:16][C:15]([NH:19][C:20](=[O:22])[CH3:21])=[CH:14][C:13]=2[F:23])[NH:4][CH:3]=1.C([Li])CCC.[C:29]1([CH3:39])[CH:34]=[CH:33][C:32]([S:35](Cl)(=[O:37])=[O:36])=[CH:31][CH:30]=1>C1COCC1>[Br:1][C:2]1[C:10]2[C:5](=[N:6][CH:7]=[CH:8][C:9]=2[O:11][C:12]2[C:17]([F:18])=[CH:16][C:15]([NH:19][C:20](=[O:22])[CH3:21])=[CH:14][C:13]=2[F:23])[N:4]([S:35]([C:32]2[CH:33]=[CH:34][C:29]([CH3:39])=[CH:30][CH:31]=2)(=[O:37])=[O:36])[CH:3]=1. Procedure: 1.37 g (3.58 mmol) of N-{4-[(3-bromo-1H-pyrrolo[2,3-b]pyridin-4-yl)oxy]-3,5-difluorophenyl}acetamide are dissolved in 200 ml of THF and cooled to −78° C. 1.6 ml (4.0 mmol) of a 2.5M n-butyllithium solution are added dropwise, and the mixture is stirred for 15 min. 752 mg (3.94 mmol) of p-toluenesulfonyl chloride as a solution in 7.5 ml of THF are then added dropwise. The reaction solution is allowed to warm to RT and stirred for one hour. The mixture is then partitioned between ethyl acetate and... The reactants are Example 8 ( b ), OC1=CC=C2C=CC=NC2=C1 (7-hydroxyquinoline), CC(C)([O-])C.[K+] (potassium t-butoxide), ClC1=CC(=NC=C1)C1=CC=C(C=C1)C(F)(F)F (4-chloro-2-(4-trifluoromethyl-phenyl)-pyridine), Example 8 ( a ). Run in CN1C(CCC1)=O (N-methylpyrrolidone). Yields the product FC(C1=CC=C(C=C1)C1=NC=CC(=C1)OC1=CC=C2C=CC=NC2=C1)(F)F (7-[2-(4-Trifluoromethyl-phenyl)-pyridin-4-yloxy]-quinoline). Reaction SMILES: Cl[C:2]1[CH:7]=[CH:6][N:5]=[C:4]([C:8]2[CH:13]=[CH:12][C:11]([C:14]([F:17])([F:16])[F:15])=[CH:10][CH:9]=2)[CH:3]=1.[OH:18][C:19]1[CH:28]=[C:27]2[C:22]([CH:23]=[CH:24][CH:25]=[N:26]2)=[CH:21][CH:20]=1.CC(C)([O-])C.[K+]>CN1CCCC1=O>[F:15][C:14]([F:17])([F:16])[C:11]1[CH:12]=[CH:13][C:8]([C:4]2[CH:3]=[C:2]([O:18][C:19]3[CH:28]=[C:27]4[C:22]([CH:23]=[CH:24][CH:25]=[N:26]4)=[CH:21][CH:20]=3)[CH:7]=[CH:6][N:5]=2)=[CH:9][CH:10]=1 |f:2.3|. Procedure: This material was prepared following the methods described in Example 8 (b) using 4-chloro-2-(4-trifluoromethyl-phenyl)-pyridine (Example 8 (a), 43 mg, 0.16 mmol), 7-hydroxyquinoline (46 mg, 0.32 mmol) and potassium t-butoxide (38 mg, 0.34 mmol) in N-methylpyrrolidone (0.6 mL). The compound was purified by flash chromatography using 1:4 of EtOAc/hexanes, to provide the title compound as a white solid. MS (ESI, pos. ion) m/z: 367 (M+1). The reactants are [BH4-], CCO, O=C1CCc2cc(F)c(F)cc21, [Na+]. The product is OC1CCc2cc(F)c(F)cc21. RXN SMILES: [BH4-:13].[CH3:15][CH2:16][OH:17].[F:1][c:2]1[cH:3][c:4]2[c:8]([cH:9][c:10]1[F:11])[C:7](=[O:12])[CH2:6][CH2:5]2.[Na+:14]>>[F:1][c:2]1[cH:3][c:4]2[c:8]([cH:9][c:10]1[F:11])[CH:7]([OH:12])[CH2:6][CH2:5]2.